Dataset: the Open Reaction Database (ORD), a public repository of structured organic reaction records. Task: describe an organic reaction: reactants, conditions, products, and yield Starting materials: CON=C1CCS(C2=CC=C(C(=C12)C)C(=O)C=1C=NN(C1O)CC)(=O)=O (4-methoxyimino-5-methyl-6-(1-ethyl-5-hydroxypyrazol-4- yl) carbonylthiochroman-1,1-dioxide), C(C(=O)C1=CC=CC=C1)Br (phenacyl bromide), C([O-])([O-])=O.[K+].[K+] (potassium carbonate). The solvent is CC(=O)C (acetone). Yields the product CON=C1CCS(C2=CC=C(C(=C12)C)C(=O)C=1C=NN(C1OCC(=O)C1=CC=CC=C1)CC)(=O)=O (4-methoxyimino -5-methyl-6-(1- ethyl -5-phenacyloxypyrazol-4-yl)carbonylthiochroman-1,1-dioxide). As a reaction SMILES: [CH3:1][O:2][N:3]=[C:4]1[C:13]2[C:8](=[CH:9][CH:10]=[C:11]([C:15]([C:17]3[CH:18]=[N:19][N:20]([CH2:23][CH3:24])[C:21]=3[OH:22])=[O:16])[C:12]=2[CH3:14])[S:7](=[O:26])(=[O:25])[CH2:6][CH2:5]1.[CH2:27](Br)[C:28]([C:30]1[CH:35]=[CH:34][CH:33]=[CH:32][CH:31]=1)=[O:29].C(=O)([O-])[O-].[K+].[K+]>CC(C)=O>[CH3:1][O:2][N:3]=[C:4]1[C:13]2[C:8](=[CH:9][CH:10]=[C:11]([C:15]([C:17]3[CH:18]=[N:19][N:20]([CH2:23][CH3:24])[C:21]=3[O:22][CH2:27][C:28]([C:30]3[CH:35]=[CH:34][CH:33]=[CH:32][CH:31]=3)=[O:29])=[O:16])[C:12]=2[CH3:14])[S:7](=[O:25])(=[O:26])[CH2:6][CH2:5]1 |f:2.3.4|. Procedure: 0.4 Gram (1.1 mmol) of 4-methoxyimino-5-methyl-6-(1-ethyl-5-hydroxypyrazol-4- yl) carbonylthiochroman-1,1-dioxide, 0.23 g (1.2 mmol) of phenacyl bromide and 0.15 g of potassium carbonate were added to 10 ml of acetone, and the mixture was stirred under heat for 8 hours. Insolubles were removed by filtration, and then the acetone was distilled off. The remainder was dissolved in ethyl acetate, and the resultant solution was washed with a saturated sodium chloride aqueous solution and then dried o... The reactants are [N+](=O)([O-])C1=CC(=NC(=C1)C)C(=O)O (4-nitro-6-methyl-2-pyridinecarboxylic acid), S(=O)(Cl)Cl (thionyl chloride), NC1=NN=NN1 (5-aminotetrazole). The product is N1N=NN=C1NC(=O)C1=NC(=CC(=C1)[N+](=O)[O-])C (N-(5-tetrazolyl)-4-nitro-6-methyl-2-pyridinecarboxamide). The yield is 40.1%. Reaction SMILES: [N+:1]([C:4]1[CH:9]=[C:8]([CH3:10])[N:7]=[C:6]([C:11]([OH:13])=O)[CH:5]=1)([O-:3])=[O:2].S(Cl)(Cl)=O.[NH2:18][C:19]1[NH:23][N:22]=[N:21][N:20]=1>>[NH:20]1[C:19]([NH:18][C:11]([C:6]2[CH:5]=[C:4]([N+:1]([O-:3])=[O:2])[CH:9]=[C:8]([CH3:10])[N:7]=2)=[O:13])=[N:23][N:22]=[N:21]1. Reported procedure: 1.44 g of 4-nitro-6-methyl-2-pyridinecarboxylic acid, 27 ml of thionyl chloride and 0.79 g of 5-aminotetrazole are treated in the same manner as described in Example 1. The crude product thus obtained is washed with ethanol, whereby 0.79 g of N-(5-tetrazolyl)-4-nitro-6-methyl-2-pyridinecarboxamide is obtained. Starting materials: C1(=CC=CC=C1)CCCCO (4-phenylbutanol), C(Br)(Br)(Br)Br (carbontetrabromide), C1(=CC=CC=C1)P(C1=CC=CC=C1)C1=CC=CC=C1 (triphenylphosphine). Solvent: ClCCl (dichloromethane). Run at temperature 0 celsius, time 1.5 hour. Product: BrCCCCC1=CC=CC=C1 (1-bromo-4-phenylbutane). Yield: 99.9%. Reaction SMILES: [C:1]1([CH2:7][CH2:8][CH2:9][CH2:10]O)[CH:6]=[CH:5][CH:4]=[CH:3][CH:2]=1.C(Br)(Br)(Br)[Br:13].C1(P(C2C=CC=CC=2)C2C=CC=CC=2)C=CC=CC=1>ClCCl>[Br:13][CH2:10][CH2:9][CH2:8][CH2:7][C:1]1[CH:6]=[CH:5][CH:4]=[CH:3][CH:2]=1. Procedure: 15.0 g (0.1 mol) 4-phenylbutanol and 39.8 g (0.12 mol) carbontetrabromide were dissolved in 500 ml dry dichloromethane and cooled to 0° C., 36.7 g (0.14 mol) triphenylphosphine was then added and the mixture stirred 1.5 hours under argon at 0° C. then evaporated in vacuo. The resulting mixture was stirred in ether-hexane (1:1) and filtered to remove insoluble material. The filtrate was then passed through a pad of silica gel and concentrated to give a pale yellow liquid 21.3 g. The reactants are [BH4-], O=C([O-])O, ClCCl, CO, Nc1ccc(I)cc1, [Mg+2], [Na+], [Na+], O=S(=O)([O-])[O-], O=Cc1cccc(OC2CCCCO2)c1. Product: Ic1ccc(NCc2cccc(OC3CCCCO3)c2)cc1. Reaction SMILES: [BH4-:30].[C:32](=[O:33])([OH:34])[O-:35].[CH2:37]([Cl:38])[Cl:39].[CH3:40][OH:41].[I:1][c:2]1[cH:3][cH:4][c:5]([NH2:6])[cH:7][cH:8]1.[Mg+2:24].[Na+:31].[Na+:36].[O-:25][S:26](=[O:27])(=[O:28])[O-:29].[O:9]1[CH:10]([O:15][c:16]2[cH:17][c:18]([CH:19]=[O:20])[cH:21][cH:22][cH:23]2)[CH2:11][CH2:12][CH2:13][CH2:14]1>>[I:1][c:2]1[cH:3][cH:4][c:5]([NH:6][CH2:19][c:18]2[cH:17][c:16]([O:15][CH:10]3[O:9][CH2:14][CH2:13][CH2:12][CH2:11]3)[cH:23][cH:22][cH:21]2)[cH:7][cH:8]1. Reactants: NCCO, Cl, O=C1CNC(=O)N1, O, O=Cc1ccc(O)c(O)c1. Yields the product O=C1NC(=O)C(=Cc2ccc(O)c(O)c2)N1. As a reaction SMILES: [CH2:18]([CH2:19][NH2:20])[OH:21].[ClH:22].[O:11]=[C:12]1[CH2:13][NH:14][C:15](=[O:16])[NH:17]1.[OH2:23].[OH:1][c:2]1[cH:3][c:4]([CH:5]=[O:6])[cH:7][cH:8][c:9]1[OH:10]>>[OH:1][c:2]1[cH:3][c:4]([CH:5]=[C:13]2[C:12](=[O:11])[NH:17][C:15](=[O:16])[NH:14]2)[cH:7][cH:8][c:9]1[OH:10].